From a dataset of the Open Reaction Database (ORD), a public repository of structured organic reaction records. describe an organic reaction: reactants, conditions, products, and yield The reagents and catalysts are Cl[Pd]([P](C1=CC=CC=C1)(C2=CC=CC=C2)C3=CC=CC=C3)([P](C4=CC=CC=C4)(C5=CC=CC=C5)C6=CC=CC=C6)Cl (Pd(PPh3)2Cl2). Yields the product COC1=CC=C(C=C1)C#CC1=CC=C(C=C1)OC (1,2-di(4-methoxy-phenyl)-acetylene). Run in C(C)NCC (diethylamine). Reactants: COC1=CC=C(C=C1)C#C (4-methoxy-phenyl-acetylene), IC1=CC=C(C=C1)OC (4-iodo-anisole). RXN SMILES: [CH3:1][O:2][C:3]1[CH:8]=[CH:7][C:6]([C:9]#[CH:10])=[CH:5][CH:4]=1.I[C:12]1[CH:17]=[CH:16][C:15]([O:18][CH3:19])=[CH:14][CH:13]=1>C(NCC)C.Cl[Pd](Cl)([P](C1C=CC=CC=1)(C1C=CC=CC=1)C1C=CC=CC=1)[P](C1C=CC=CC=1)(C1C=CC=CC=1)C1C=CC=CC=1>[CH3:1][O:2][C:3]1[CH:8]=[CH:7][C:6]([C:9]#[C:10][C:12]2[CH:17]=[CH:16][C:15]([O:18][CH3:19])=[CH:14][CH:13]=2)=[CH:5][CH:4]=1 |^1:27,46|. Conditions: temperature 0 celsius, time 30 minute. Reported procedure: To the solution of 4-methoxy-phenyl-acetylene (10 g, 0.075 mol) and 4-iodo-anisole (17.65 g, 1.0 eq.) in diethylamine (150 mL) was added Pd(PPh3)2Cl2 (2.65 g, 0.05 eq.) and the reaction mixture was stirred for 30 min at 0° C. To the reaction mixture was then added Cul (1.43 g, 0.1 eq.) and the mixture was stirred at 6 h at 0˜25° C. The reaction mixture was then concentrated and partitioned between ethyl acetate/H2O (200/600 mL). The organic layer was separated, dried and purified on SiO2 (1˜5% e... The reactants are FC(C(=O)O)(F)F.NCCCOC=1C=CN2C(C=C(C=C2C1)C(=O)NC[C@@H](C(=O)O)NS(=O)(=O)C1=CC=CC=C1)=O ((S)-3-{[8-(3-Amino-propoxy)-4-oxo-4H-quinolizine-2-carbonyl]-amino}-2-benzenesulfonylamino-propionic Acid Trifluoroacetic Acid Salt), C(C)(C)(C)OC([C@H](CNC(=O)C=1C=C2C=C(C=CN2C(C1)=O)OCCCCCNC(=O)OC(C)(C)C)NS(=O)(=O)C1=CC=CC=C1)=O ((S)-2-benzenesulfonylamino-3-{[8-(5-tert-butoxycarbonylamino-pentyloxy)-4-oxo-4H-quinolizine-2-carbonyl]-amino}-propionic acid tert-butyl ester), FC(C(=O)O)(F)F (trifluoroacetic acid). Run in ClCCl (dichloromethane). Product: FC(C(=O)O)(F)F.NCCCCCOC=1C=CN2C(C=C(C=C2C1)C(=O)NC[C@@H](C(=O)O)NS(=O)(=O)C1=CC=CC=C1)=O ((S)-3-{[8-(5-Amino-pentyloxy)-4-oxo-4H-quinolizine-2-carbonyl]-amino}-2-benzenesulfonylamino-propionic Acid Trifluoroacetic Acid Salt). Isolated yield 86.0%. RXN SMILES: [F:1][C:2]([F:7])([F:6])[C:3]([OH:5])=[O:4].NCCCOC1C=CN2C(C=1)=CC(C(NC[C@H](NS(C1C=CC=CC=1)(=O)=O)C(O)=O)=O)=CC2=O.C([O:46][C:47](=[O:88])[C@@H:48]([NH:78][S:79]([C:82]1[CH:87]=[CH:86][CH:85]=[CH:84][CH:83]=1)(=[O:81])=[O:80])[CH2:49][NH:50][C:51]([C:53]1[CH:54]=[C:55]2[N:60]([C:61](=[O:63])[CH:62]=1)[CH:59]=[CH:58][C:57]([O:64][CH2:65][CH2:66][CH2:67][CH2:68][CH2:69][NH:70]C(OC(C)(C)C)=O)=[CH:56]2)=[O:52])(C)(C)C.FC(F)(F)C(O)=O>ClCCl>[F:1][C:2]([F:7])([F:6])[C:3]([OH:5])=[O:4].[NH2:70][CH2:69][CH2:68][CH2:67][CH2:66][CH2:65][O:64][C:57]1[CH:58]=[CH:59][N:60]2[C:55]([CH:56]=1)=[CH:54][C:53]([C:51]([NH:50][CH2:49][C@H:48]([NH:78][S:79]([C:82]1[CH:83]=[CH:84][CH:85]=[CH:86][CH:87]=1)(=[O:81])=[O:80])[C:47]([OH:88])=[O:46])=[O:52])=[CH:62][C:61]2=[O:63] |f:0.1,5.6|. Procedure details: Using the procedure described for the preparation of compound XXX (step E), (S)-2-benzenesulfonylamino-3-{[8-(5-tert-butoxycarbonylamino-pentyloxy)-4-oxo-4H-quinolizine-2-carbonyl]-amino}-propionic acid tert-butyl ester (42 mg, 0.063 mmol) was treated with trifluoroacetic acid in dichloromethane to afford compound XXXIV (34 mg, 86%) as a yellow solid which was characterized by 1HNMR (400 MHz, CD3OD) δ: 9.04 (1H, d, J=7.9 Hz), 7.86 (2H, dd, J=1.2, 7.7 Hz), 7.46-7.54 (3H, m), 7.21 (1H, d, J=2.5 Hz... Reactants: O=C1C2=C(C=CC3=C1C=CC(=C3)C(C(=O)O)C)C=CC=C2 (2-(5-oxo-5H-dibenzo[a,d]cyclohepten-2-yl)propionic acid), C(C)(C)N (isopropylamine). Solvent: C(C)(=O)OCC (ethyl acetate). Yields the product O=C1C2=C(C=CC3=C1C=CC(=C3)C(C(=O)[O-])C)C=CC=C2.C(C)(C)[NH3+] (isopropylammonium 2-(5-oxo-5H-dibenzo[a,d]cyclohepten-2-yl)propionate). Reaction SMILES: [O:1]=[C:2]1[C:8]2[CH:9]=[CH:10][C:11]([CH:13]([CH3:17])[C:14]([OH:16])=[O:15])=[CH:12][C:7]=2[CH:6]=[CH:5][C:4]2[CH:18]=[CH:19][CH:20]=[CH:21][C:3]1=2.[CH:22]([NH2:25])([CH3:24])[CH3:23]>C(OCC)(=O)C>[O:1]=[C:2]1[C:8]2[CH:9]=[CH:10][C:11]([CH:13]([CH3:17])[C:14]([O-:16])=[O:15])=[CH:12][C:7]=2[CH:6]=[CH:5][C:4]2[CH:18]=[CH:19][CH:20]=[CH:21][C:3]1=2.[CH:22]([NH3+:25])([CH3:24])[CH3:23] |f:3.4|. Reported procedure: 0.45 G. of 2-(5-oxo-5H-dibenzo[a,d]cyclohepten-2-yl)propionic acid was dissolved in ethyl acetate and isopropylamine is added dropwise until no more precipitate is formed. The precipitate is filtered off and recrystallized from acetone to afford isopropylammonium 2-(5-oxo-5H-dibenzo[a,d]cyclohepten-2-yl)propionate (m.p. 176°-180° C). The reactants are Cl.ClC1=NC=C(C(=N1)NC1CC(NC(C1)(C)C)(C)C)F (2-chloro-5-fluoro-N-(2,2,6,6-tetramethylpiperidin-4-yl)pyrimidin-4-amine hydrochloride), C1(CC1)C1=CC(=C(C=C1N1N=NN=C1C1CC1)N)F (4-cyclopropyl-5-(5-cyclopropyl-1H-tetrazol-1-yl)-2-fluorobenzenamine), PTSA monohydrate. Run in CC(C)O (IPA). Reaction conditions: temperature 70 celsius. The product is C1(CC1)C1=CC(=C(C=C1N1N=NN=C1C1CC1)NC1=NC=C(C(=N1)NC1CC(NC(C1)(C)C)(C)C)F)F (N2-(4-cyclopropyl-5-(5-cyclopropyl-1H-tetrazol-1-yl)-2-fluorophenyl)-5-fluoro-N4-(2,2,6,6-tetramethylpiperidin-4-yl)pyrimidine-2,4-diamine). Isolated yield 68.5%. As a reaction SMILES: Cl.Cl[C:3]1[N:8]=[C:7]([NH:9][CH:10]2[CH2:15][C:14]([CH3:17])([CH3:16])[NH:13][C:12]([CH3:19])([CH3:18])[CH2:11]2)[C:6]([F:20])=[CH:5][N:4]=1.[CH:21]1([C:24]2[C:29]([N:30]3[C:34]([CH:35]4[CH2:37][CH2:36]4)=[N:33][N:32]=[N:31]3)=[CH:28][C:27]([NH2:38])=[C:26]([F:39])[CH:25]=2)[CH2:23][CH2:22]1>CC(O)C>[CH:21]1([C:24]2[C:29]([N:30]3[C:34]([CH:35]4[CH2:37][CH2:36]4)=[N:33][N:32]=[N:31]3)=[CH:28][C:27]([NH:38][C:3]3[N:8]=[C:7]([NH:9][CH:10]4[CH2:15][C:14]([CH3:17])([CH3:16])[NH:13][C:12]([CH3:19])([CH3:18])[CH2:11]4)[C:6]([F:20])=[CH:5][N:4]=3)=[C:26]([F:39])[CH:25]=2)[CH2:23][CH2:22]1 |f:0.1|. Procedure details: A mixture of 2-chloro-5-fluoro-N-(2,2,6,6-tetramethylpiperidin-4-yl)pyrimidin-4-amine hydrochloride (256 mg, 0.791 mmol, 1 equiv), 4-cyclopropyl-5-(5-cyclopropyl-1H-tetrazol-1-yl)-2-fluorobenzenamine (205 mg, 0.791 mmol, 1 equiv), and PTSA monohydrate (120 mg, 0.633 mmol, 0.8 equiv) in IPA (8 mL) were heated to 70° C. for 8 days. After cooling to ambient temperature, the crude mixture was concentrated to dryness and taken in water, EtOAc, and 1N NaOH. The layers were separated. The organic layer... The reactants are C(C1=CC=CC=C1)(=O)Cl (benzoyl chloride), C(C1=CC=CC=C1)(=O)NN (benzohydrazide), CN1C(CCC1)=O (N-methyl-2-pyrrolidone), CN1C(CCC1)=O (N-methyl-2-pyrrolidone). The solvent is O (water). Product: C(C1=CC=CC=C1)(=O)NNC(C1=CC=CC=C1)=O (1,2-dibenzoylhydrazine). Yield: 57.0%. RXN SMILES: [C:1]([NH:9][NH2:10])(=[O:8])[C:2]1[CH:7]=[CH:6][CH:5]=[CH:4][CH:3]=1.CN1CCCC1=O.[C:18](Cl)(=[O:25])[C:19]1[CH:24]=[CH:23][CH:22]=[CH:21][CH:20]=1>O>[C:1]([NH:9][NH:10][C:18](=[O:25])[C:19]1[CH:24]=[CH:23][CH:22]=[CH:21][CH:20]=1)(=[O:8])[C:2]1[CH:7]=[CH:6][CH:5]=[CH:4][CH:3]=1. Procedure: Into a 300 mL three-neck flask was put 10 g (73 mmol) of benzohydrazide, and 25 mL of N-methyl-2-pyrrolidone was added thereto, and the mixture was stirred. After that, a mixed solution of 10 mL of N-methyl-2-pyrrolidone and 10 mL (88 mmol) of benzoyl chloride was dripped into the mixture through a 50 mL dropping funnel. This mixture was stirred at 80° C. for 3 hours, and the contents of the flask were reacted. After the reaction, the reaction solution was added to about 500 mL of water and the ...